From a dataset of the Open Reaction Database (ORD), a public repository of structured organic reaction records. describe an organic reaction: reactants, conditions, products, and yield Starting materials: C(C)OC(C(CC1=CC=C2C=CNC2=C1)OCC)=O (rac-2-ethoxy-3-(1H-indol-6-yl)-propionic acid ethyl ester), ClCC=1N=C(SC1)C1=CC=C(C=C1)C(C)C (4-chloromethyl-2-(4-isopropyl-phenyl)-thiazole). The product is C(C)OC(C(=O)O)CC1=CC=C2C=CN(C2=C1)CC=1N=C(SC1)C1=CC=C(C=C1)C(C)C (rac-2-ethoxy-3-{1-[2-(4-isopropyl-phenyl)-thiazol-4-ylmethyl]-1H-indol-6-yl}-propionic acid). Reaction SMILES: C([O:3][C:4](=[O:19])[CH:5]([O:16][CH2:17][CH3:18])[CH2:6][C:7]1[CH:15]=[C:14]2[C:10]([CH:11]=[CH:12][NH:13]2)=[CH:9][CH:8]=1)C.Cl[CH2:21][C:22]1[N:23]=[C:24]([C:27]2[CH:32]=[CH:31][C:30]([CH:33]([CH3:35])[CH3:34])=[CH:29][CH:28]=2)[S:25][CH:26]=1>>[CH2:17]([O:16][CH:5]([CH2:6][C:7]1[CH:15]=[C:14]2[C:10]([CH:11]=[CH:12][N:13]2[CH2:21][C:22]2[N:23]=[C:24]([C:27]3[CH:32]=[CH:31][C:30]([CH:33]([CH3:35])[CH3:34])=[CH:29][CH:28]=3)[S:25][CH:26]=2)=[CH:9][CH:8]=1)[C:4]([OH:3])=[O:19])[CH3:18]. Procedure details: In analogy to the procedure described in example 44, rac-2-ethoxy-3-(1H-indol-6-yl)-propionic acid ethyl ester (preparation 11) was reacted with 4-chloromethyl-2-(4-isopropyl-phenyl)-thiazole to give rac-2-ethoxy-3-{1-[2-(4-isopropyl-phenyl)-thiazol-4-ylmethyl]-1H-indol-6-yl}-propionic acid as yellow viscous oil. The reactants are C1CCOC1, [Li]CCCC, COC1=NC(C(C)C)C(OC)=NC1, CC(C)(C)OC(=O)CCCCCI. Product: COC1=NC(C(C)C)C(OC)=NC1CCCCCC(=O)OC(C)(C)C. RXN SMILES: [CH2:32]1[O:33][CH2:34][CH2:35][CH2:36]1.[CH3:14][CH2:15][CH2:16][CH2:17][Li:18].[CH:1]([CH3:2])([CH3:3])[CH:4]1[N:5]=[C:6]([O:12][CH3:13])[CH2:7][N:8]=[C:9]1[O:10][CH3:11].[I:19][CH2:20][CH2:21][CH2:22][CH2:23][CH2:24][C:25](=[O:26])[O:27][C:28]([CH3:29])([CH3:30])[CH3:31]>>[CH:1]([CH3:2])([CH3:3])[CH:4]1[N:5]=[C:6]([O:12][CH3:13])[CH:7]([CH2:20][CH2:21][CH2:22][CH2:23][CH2:24][C:25](=[O:26])[O:27][C:28]([CH3:29])([CH3:30])[CH3:31])[N:8]=[C:9]1[O:10][CH3:11].